Dataset: the Open Reaction Database (ORD), a public repository of structured organic reaction records. Task: describe an organic reaction: reactants, conditions, products, and yield RXN SMILES: [F:1][C:2]1[CH:7]=[CH:6][C:5]([C@H:8]2[CH2:12][CH2:11][CH2:10][NH:9]2)=[CH:4][CH:3]=1.[C:13]1([CH3:23])[CH:18]=[CH:17][C:16]([S:19](Cl)(=[O:21])=[O:20])=[CH:15][CH:14]=1>C(Cl)(Cl)Cl>[F:1][C:2]1[CH:3]=[CH:4][C:5]([C@H:8]2[CH2:12][CH2:11][CH2:10][N:9]2[S:19]([C:16]2[CH:17]=[CH:18][C:13]([CH3:23])=[CH:14][CH:15]=2)(=[O:21])=[O:20])=[CH:6][CH:7]=1. Run in C(Cl)(Cl)Cl (CHCl3). Procedure details: The title compound, white solid, m.p. 136° C., [a]D20=174° (c=0.1 in CHCl3) and MS: m/e=319 (M+) was prepared in accordance with the general method of example 1e from (R)-2-(4-fluoro-phenyl)-pyrrolidine and toluene-4-sulfonyl chloride. Starting materials: FC1=CC=C(C=C1)[C@@H]1NCCC1 ((R)-2-(4-fluoro-phenyl)-pyrrolidine), C1(=CC=C(C=C1)S(=O)(=O)Cl)C (toluene-4-sulfonyl chloride). Yields the product FC1=CC=C(C=C1)[C@@H]1N(CCC1)S(=O)(=O)C1=CC=C(C=C1)C ((R)-2-(4-Fluoro-phenyl)-1-(toluene-4-sulfonyl)-pyrrolidine).